From a dataset of the Open Reaction Database (ORD), a public repository of structured organic reaction records. describe an organic reaction: reactants, conditions, products, and yield Reactants: carboxylic esters, carboxylic acids, ClCCCS(=O)(=O)OCC([C@H](C(=O)O)OCC1=CC=CC=C1)(C)C ((2R)-4-[(3-Chloropropyl)sulfonyloxy]-3,3-dimethyl-2-(phenylmethoxy)butanoic acid), C(C(=O)Cl)(=O)Cl (oxalyl chloride), (2-dimethylamino)ethanol, N1=CC=CC=C1 (pyridine), acid chloride. The solvent is ClCCl (dichloromethane), ClCCl (dichloromethane). Yields the product ClCCCS(=O)(=O)OCC([C@H](C(=O)OCCN(C)C)OCC1=CC=CC=C1)(C)C (2-(Dimethylamino)ethyl (2R)-4-[(3-chloropropyl)sulfonyloxy]-3,3-dimethyl-2-(phenylmethoxy)butanoate). Isolated yield 50.2%. As a reaction SMILES: [Cl:1][CH2:2][CH2:3][CH2:4][S:5]([O:8][CH2:9][C:10]([CH3:24])([CH3:23])[C@@H:11]([O:15][CH2:16][C:17]1[CH:22]=[CH:21][CH:20]=[CH:19][CH:18]=1)[C:12]([OH:14])=[O:13])(=[O:7])=[O:6].[C:25](Cl)(=O)[C:26](Cl)=O.[N:31]1[CH:36]=CC=C[CH:32]=1>ClCCl>[Cl:1][CH2:2][CH2:3][CH2:4][S:5]([O:8][CH2:9][C:10]([CH3:24])([CH3:23])[C@@H:11]([O:15][CH2:16][C:17]1[CH:22]=[CH:21][CH:20]=[CH:19][CH:18]=1)[C:12]([O:14][CH2:25][CH2:26][N:31]([CH3:36])[CH3:32])=[O:13])(=[O:6])=[O:7]. Procedure details: Following the general procedure for the preparation of carboxylic esters from carboxylic acids of Description 15, (2R)-4-[(3-chloropropyl)sulfonyloxy]-3,3-dimethyl-2-(phenylmethoxy)butanoic acid (11) (1.1 g, 3.1 mmol) dissolved in 30 mL of anhydrous dichloromethane (DCM) was reacted with 1.8 mL (3.6 mmol) of oxalyl chloride (2.0 M in DCM). After completion of the reaction, a solution of (2-dimethylamino)ethanol (0.55 g, 6.2 mmol) and 0.50 mL of pyridine (0.49 g, 6.2 mmol) in 20 mL of anhydrous d... Reactants: F[B-](F)(F)F, O=C(O)c1ccc(B(O)O)cc1, CN(C)C=O, O=S(=O)(c1cc2cc(Cl)ccc2[nH]1)N1CCNCC1, CN(C)C(On1nnc2ccccc21)=[N+](C)C. Product: O=C(c1ccc(B(O)O)cc1)N1CCN(S(=O)(=O)c2cc3cc(Cl)ccc3[nH]2)CC1. RXN SMILES: [B-:32]([F:33])([F:34])([F:35])[F:36].[C:20](=[O:21])([OH:22])[c:23]1[cH:24][cH:25][c:26]([B:29]([OH:30])[OH:31])[cH:27][cH:28]1.[CH3:54][N:55]([CH3:56])[CH:57]=[O:58].[Cl:1][c:2]1[cH:3][c:4]2[cH:5][c:6]([S:11](=[O:12])(=[O:13])[N:14]3[CH2:15][CH2:16][NH:17][CH2:18][CH2:19]3)[nH:7][c:8]2[cH:9][cH:10]1.[n:37]1([O:38][C:39]([N:40]([CH3:41])[CH3:42])=[N+:43]([CH3:44])[CH3:45])[c:46]2[cH:47][cH:48][cH:49][cH:50][c:51]2[n:52][n:53]1>>[Cl:1][c:2]1[cH:3][c:4]2[cH:5][c:6]([S:11](=[O:12])(=[O:13])[N:14]3[CH2:15][CH2:16][N:17]([C:20](=[O:21])[c:23]4[cH:24][cH:25][c:26]([B:29]([OH:30])[OH:31])[cH:27][cH:28]4)[CH2:18][CH2:19]3)[nH:7][c:8]2[cH:9][cH:10]1. The reactants are C(=O)C1=CC=C(C2=CC=CC=C12)OC1=NC=C(C(=O)N)C=C1 (6-(4-formylnaphthalen-1-yloxy)nicotinamide), C1(CCCC1)CCN (2-cyclopentyl ethylamine), O (water), [BH4-].[Na+] (NaBH4). The solvent is CO (MeOH). Conditions: time 16 hour. Product: C1(CCCC1)CCNCC1=CC=C(C2=CC=CC=C12)OC1=NC=C(C(=O)N)C=C1 (6-{4-[(2-Cyclopentylethylamino)methyl]naphthalen-1-yloxy}nicotinamide). Reaction SMILES: [CH:1]([C:3]1[C:12]2[C:7](=[CH:8][CH:9]=[CH:10][CH:11]=2)[C:6]([O:13][C:14]2[CH:22]=[CH:21][C:17]([C:18]([NH2:20])=[O:19])=[CH:16][N:15]=2)=[CH:5][CH:4]=1)=O.[CH:23]1([CH2:28][CH2:29][NH2:30])[CH2:27][CH2:26][CH2:25][CH2:24]1.[BH4-].[Na+].O>CO>[CH:23]1([CH2:28][CH2:29][NH:30][CH2:1][C:3]2[C:12]3[C:7](=[CH:8][CH:9]=[CH:10][CH:11]=3)[C:6]([O:13][C:14]3[CH:22]=[CH:21][C:17]([C:18]([NH2:20])=[O:19])=[CH:16][N:15]=3)=[CH:5][CH:4]=2)[CH2:27][CH2:26][CH2:25][CH2:24]1 |f:2.3|. Reported procedure: To a solution of 6-(4-formylnaphthalen-1-yloxy)nicotinamide (Preparation 2) (200 mg, 0.7 mmol) in MeOH (10 mL) was added 2-cyclopentyl ethylamine (116 mg, 1.0 mmol) and 4 Å molecular sieves (200 mg). The mixture was stirred for 16 h before adding NaBH4 (130 mg, 3.4 mmol). After 1.5 h water (1 mL) was added and the mixture filtered. Solvent was removed in vacuo and the residue purified by column chromatography (0.5% NH3: 2% MeOH:DCM) to give the title compound: RT=2.68 min; m/z (ES+)=390.2 [M+H]+... Reactants: Brc1cc(Cc2cc3ccccc3s2)cc2ccccc12, O=C1OC(COCc2ccccc2)C(OCc2ccccc2)C(OCc2ccccc2)C1OCc1ccccc1, C1CCOC1, [Li]CCCC, CCCCCC, [Cl-], [NH4+]. The product is OC1(c2cc(Cc3cc4ccccc4s3)cc3ccccc23)OC(COCc2ccccc2)C(OCc2ccccc2)C(OCc2ccccc2)C1OCc1ccccc1. RXN SMILES: [Br:12][c:13]1[cH:14][c:15]([CH2:23][c:24]2[cH:25][c:26]3[c:27]([s:28]2)[cH:29][cH:30][cH:31][cH:32]3)[cH:16][c:17]2[cH:18][cH:19][cH:20][cH:21][c:22]12.[CH2:33]([c:34]1[cH:35][cH:36][cH:37][cH:38][cH:39]1)[O:40][CH:41]1[C:42](=[O:72])[O:43][CH:44]([CH2:63][O:64][CH2:65][c:66]2[cH:67][cH:68][cH:69][cH:70][cH:71]2)[CH:45]([O:55][CH2:56][c:57]2[cH:58][cH:59][cH:60][cH:61][cH:62]2)[CH:46]1[O:47][CH2:48][c:49]1[cH:50][cH:51][cH:52][cH:53][cH:54]1.[CH2:75]1[O:76][CH2:77][CH2:78][CH2:79]1.[CH2:7]([Li:8])[CH2:9][CH2:10][CH3:11].[CH3:1][CH2:2][CH2:3][CH2:4][CH2:5][CH3:6].[Cl-:73].[NH4+:74]>>[c:13]1([C:42]2([OH:72])[CH:41]([O:40][CH2:33][c:34]3[cH:35][cH:36][cH:37][cH:38][cH:39]3)[CH:46]([O:47][CH2:48][c:49]3[cH:50][cH:51][cH:52][cH:53][cH:54]3)[CH:45]([O:55][CH2:56][c:57]3[cH:58][cH:59][cH:60][cH:61][cH:62]3)[CH:44]([CH2:63][O:64][CH2:65][c:66]3[cH:67][cH:68][cH:69][cH:70][cH:71]3)[O:43]2)[cH:14][c:15]([CH2:23][c:24]2[cH:25][c:26]3[c:27]([s:28]2)[cH:29][cH:30][cH:31][cH:32]3)[cH:16][c:17]2[cH:18][cH:19][cH:20][cH:21][c:22]12.